Task: describe an organic reaction: reactants, conditions, products, and yield. Dataset: the Open Reaction Database (ORD), a public repository of structured organic reaction records Starting materials: OCC(C)=O (monohydroxyacetone), N1=CC=CC=C1 (pyridine), C(CCCCCCCCC)(=O)Cl (Decanoyl chloride). Solvent: C(Cl)(Cl)Cl (chloroform). Reaction conditions: time 8 hour. Product: C(CCCCCCCCC)(=O)OCC(C)=O (1-decanoyloxypropan-2-one). As a reaction SMILES: [C:1](Cl)(=[O:11])[CH2:2][CH2:3][CH2:4][CH2:5][CH2:6][CH2:7][CH2:8][CH2:9][CH3:10].[OH:13][CH2:14][C:15](=[O:17])[CH3:16].N1C=CC=CC=1>C(Cl)(Cl)Cl>[C:1]([O:13][CH2:14][C:15](=[O:17])[CH3:16])(=[O:11])[CH2:2][CH2:3][CH2:4][CH2:5][CH2:6][CH2:7][CH2:8][CH2:9][CH3:10]. Procedure details: Monohydroxyacetone was distilled prior to use. Chloroform was distilled from phosphorus pentoxide prior to use. Decanoyl chloride (65 cm3, 0.3146 mole) was added dropwise to stirred solution of monohydroxyacetone (21.8 cm3, 0.3146 mole) and anydrous pyridine (25.4 cm3, 0.3146 mole) in anhydrous chloroform (500 cm3). During the addition the solution was maintained in an ice bath. The mixture was then stirred at room temperature overnight. The solution was washed with water (4×200 cm3) and saturat...